Dataset: the Open Reaction Database (ORD), a public repository of structured organic reaction records. Task: describe an organic reaction: reactants, conditions, products, and yield Starting materials: CC(=O)O, O=C(O)C=Cc1ccc([N+](=O)[O-])cc1, C1COCCO1, [Zn]. Yields the product Nc1ccc(C=CC(=O)O)cc1. As a reaction SMILES: [CH3:15][C:16](=[O:17])[OH:18].[N+:1]([O-:2])(=[O:3])[c:4]1[cH:5][cH:6][c:7]([CH:8]=[CH:9][C:10](=[O:11])[OH:12])[cH:13][cH:14]1.[O:19]1[CH2:20][CH2:21][O:22][CH2:23][CH2:24]1.[Zn:25]>>[NH2:1][c:4]1[cH:5][cH:6][c:7]([CH:8]=[CH:9][C:10](=[O:11])[OH:12])[cH:13][cH:14]1. The reactants are CN1C(=CC=C1)CC(=O)O (1-methyl-1H-pyrrole-2-acetic acid), O(CC)CC (1,1'-oxybisethane), [H-].[Al+3].[Li+].[H-].[H-].[H-] (lithium aluminum hydride), O(CC)CC (1,1'-oxybisethane), 14.9, [OH-].[Na+] (sodium hydroxide). Solvent: O (water), O (water). Conditions: time 8 hour. The product is CN1C(=CC=C1)CCO (1-methyl-1H-pyrrole-2 -ethanol). Isolated yield 69.0%. As a reaction SMILES: O(CC)CC.[H-].[Al+3].[Li+].[H-].[H-].[H-].[CH3:12][N:13]1[CH:17]=[CH:16][CH:15]=[C:14]1[CH2:18][C:19](O)=[O:20].[OH-].[Na+]>O>[CH3:12][N:13]1[CH:17]=[CH:16][CH:15]=[C:14]1[CH2:18][CH2:19][OH:20] |f:1.2.3.4.5.6,8.9|. Reported procedure: To 194 parts of 1,1'-oxybisethane are added 9.1 parts of lithium aluminum hydride while nitrogen gas is introduced. Then there is added dropwise, during a 2 hours-period, a solution of 14.9 parts of 1-methyl-1H-pyrrole-2-acetic acid in 105 parts of 1,1'-oxybisethane (exothermic reaction). Upon completion, stirring is continued for 8 hours at reflux temperature and for 8 hours at room temperature. The reaction mixture is cooled in an ice-salt bath and decomposed by successive dropwise additions o...